Dataset: the Open Reaction Database (ORD), a public repository of structured organic reaction records. Task: describe an organic reaction: reactants, conditions, products, and yield Starting materials: CN[C@H]1[C@@H](CCCC1)NC (trans-N,N′-dimethyl-cyclohexane-1,2-diamine), IC=1C=CC=2N(C1)C(=C(N2)C2C(C2)C#N)C (2-(6-iodo-3-methylimidazo[1,2-a]pyridin-2-yl)cyclopropanecarbonitrile), ClC1=CC=C(COC2=CC(NC=C2)=O)C=C1 (4-((4-chlorobenzyl)oxy)pyridin-2(1H)-one), C([O-])([O-])=O.[K+].[K+] (potassium carbonate). The reagents and catalysts are [Cu]I (CuI). The solvent is O1CCOCC1 (dioxane). Reaction conditions: temperature 110 celsius. Product: ClC1=CC=C(COC2=CC(N(C=C2)C=2C=CC=3N(C2)C(=C(N3)C3C(C3)C#N)C)=O)C=C1 (2-(6-(4-((4-Chlorobenzyl)oxy)-2-oxopyridin-1(2H)-yl)-3-methylimidazo[1,2-a]pyridin-2-yl)cyclopropanecarbonitrile). Yield: 43.3%. RXN SMILES: I[C:2]1[CH:3]=[CH:4][C:5]2[N:6]([C:8]([CH3:16])=[C:9]([CH:11]3[CH2:13][CH:12]3[C:14]#[N:15])[N:10]=2)[CH:7]=1.[Cl:17][C:18]1[CH:32]=[CH:31][C:21]([CH2:22][O:23][C:24]2[CH:29]=[CH:28][NH:27][C:26](=[O:30])[CH:25]=2)=[CH:20][CH:19]=1.C(=O)([O-])[O-].[K+].[K+].CN[C@@H]1CCCC[C@H]1NC>[Cu]I.O1CCOCC1>[Cl:17][C:18]1[CH:32]=[CH:31][C:21]([CH2:22][O:23][C:24]2[CH:29]=[CH:28][N:27]([C:2]3[CH:3]=[CH:4][C:5]4[N:6]([C:8]([CH3:16])=[C:9]([CH:11]5[CH2:13][CH:12]5[C:14]#[N:15])[N:10]=4)[CH:7]=3)[C:26](=[O:30])[CH:25]=2)=[CH:20][CH:19]=1 |f:2.3.4|. Procedure: To a mixture of 2-(6-iodo-3-methylimidazo[1,2-a]pyridin-2-yl)cyclopropanecarbonitrile (26 mg), 4-((4-chlorobenzyl)oxy)pyridin-2(1H)-one (45 mg), potassium carbonate (58 mg) and dioxane (2 ml) were added CuI (7 mg) and trans-N,N′-dimethyl-cyclohexane-1,2-diamine (5 mg), and the mixture was heated at 110° C. for 16 h. The reaction mixture was then cooled to room temperature and concentrated in vacuo. The residue was diluted with DCM, washed with brine, dried over Na2SO4, concentrated in vacuo and ...